Dataset: the Open Reaction Database (ORD), a public repository of structured organic reaction records. Task: describe an organic reaction: reactants, conditions, products, and yield Starting materials: Clc1ccc(CBr)cn1, ClC(Cl)(Cl)Cl, C1COCCN1, O. Yields the product Clc1ccc(CN2CCOCC2)cn1. As a reaction SMILES: [Br:7][CH2:8][c:9]1[cH:10][cH:11][c:12]([Cl:15])[n:13][cH:14]1.[C:17]([Cl:18])([Cl:19])([Cl:20])[Cl:21].[CH2:1]1[CH2:2][O:3][CH2:4][CH2:5][NH:6]1.[OH2:16]>>[CH2:1]1[CH2:2][O:3][CH2:4][CH2:5][N:6]1[CH2:8][c:9]1[cH:10][cH:11][c:12]([Cl:15])[n:13][cH:14]1. Reactants: C(C1=CC=CC=C1)C1C(=CC(O1)=O)O (5-benzyl-4-hydroxy-5H-furan-2-one), C(C1=CC=CC=C1)=O (benzaldehyde), FC=1C=C2C(=CNC2=CC1)C (5-fluoro-3-methyl-1H-indole). The product is C(C1=CC=CC=C1)C1C(=C(C(O1)=O)C(C1=CC=CC=C1)C=1NC2=CC=C(C=C2C1C)F)O (5-Benzyl-3-[(5-fluoro-3-methyl-1H-indol-2-yl)-phenyl-methyl]-4-hydroxy-5H-furan-2-one). As a reaction SMILES: [CH2:1]([CH:8]1[O:12][C:11](=[O:13])[CH:10]=[C:9]1[OH:14])[C:2]1[CH:7]=[CH:6][CH:5]=[CH:4][CH:3]=1.[CH:15](=O)[C:16]1[CH:21]=[CH:20][CH:19]=[CH:18][CH:17]=1.[F:23][C:24]1[CH:25]=[C:26]2[C:30](=[CH:31][CH:32]=1)[NH:29][CH:28]=[C:27]2[CH3:33]>>[CH2:1]([CH:8]1[O:12][C:11](=[O:13])[C:10]([CH:15]([C:28]2[NH:29][C:30]3[C:26]([C:27]=2[CH3:33])=[CH:25][C:24]([F:23])=[CH:32][CH:31]=3)[C:16]2[CH:21]=[CH:20][CH:19]=[CH:18][CH:17]=2)=[C:9]1[OH:14])[C:2]1[CH:3]=[CH:4][CH:5]=[CH:6][CH:7]=1. Procedure: Using general procedure C, 5-benzyl-4-hydroxy-5H-furan-2-one (Lit. 13) was reacted with benzaldehyde and 5-fluoro-3-methyl-1H-indole to give the title compound as colorless solid. MS: 426.1 ([M−H]−). Procedure details: 0.0215 mols of α,α′-dimethyl-α,α,α′,α′-tetrakis(4-hydroxyphenyl)-p-xylene (produced from 1,4-diacetylbenzene and phenol and having a melting point of 307° C.), 9.2 mols of bisphenol A, 9.4 liters of an aqueous solution of 2.0 N sodium hydroxide, and 8 liters of dichloromethane were put into a 50 liters container equipped with a stirrer, and stirred therein, to which phosgene was introduced for 30 minutes. Next, 0.44 mols of bisphenol A, 0.022mols of triethylamine, and 4.5 liters of an aqueous so... Starting materials: C(C)(=O)C1=CC=C(C=C1)C(C)=O (1,4-diacetylbenzene), C1(=CC=CC=C1)O (phenol). Yields the product CC(C1=CC=C(C=C1)C(C1=CC=C(C=C1)O)(C1=CC=C(C=C1)O)C)(C1=CC=C(C=C1)O)C1=CC=C(C=C1)O (α,α′-dimethyl-α,α,α′,α′-tetrakis(4-hydroxyphenyl)-p-xylene). RXN SMILES: [C:1]([C:4]1[CH:9]=[CH:8][C:7]([C:10](=O)[CH3:11])=[CH:6][CH:5]=1)(=O)[CH3:2].[C:13]1([OH:19])[CH:18]=[CH:17][CH:16]=[CH:15][CH:14]=1>>[CH3:2][C:1]([C:16]1[CH:17]=[CH:18][C:13]([OH:19])=[CH:14][CH:15]=1)([C:16]1[CH:17]=[CH:18][C:13]([OH:19])=[CH:14][CH:15]=1)[C:4]1[CH:9]=[CH:8][C:7]([C:10]([CH3:11])([C:16]2[CH:17]=[CH:18][C:13]([OH:19])=[CH:14][CH:15]=2)[C:16]2[CH:17]=[CH:18][C:13]([OH:19])=[CH:14][CH:15]=2)=[CH:6][CH:5]=1. Starting materials: OC1=C(C(OC1=O)CCC(=O)O)C1=CC=CC=C1 (3-(4-Hydroxy-5-oxo-3-phenyl-2,5-dihydro-2-furyl)propionic acid), CO (methanol), [N+](=[N-])=C (diazomethane). Run in CCOCC (ether). Reaction conditions: time 8 hour. The product is COC1=C(C(OC1=O)CCC(=O)OC)C1=CC=CC=C1 (methyl 3-(4-methoxy-5-oxo-3-phenyl-2,5-dihydro-2-furyl)propionate). Reaction SMILES: O[C:2]1[C:6](=[O:7])[O:5][CH:4]([CH2:8][CH2:9][C:10]([OH:12])=[O:11])[C:3]=1[C:13]1[CH:18]=[CH:17][CH:16]=[CH:15][CH:14]=1.[N+](=[CH2:21])=[N-].[CH3:22][OH:23]>CCOCC>[CH3:22][O:23][C:2]1[C:6](=[O:7])[O:5][CH:4]([CH2:8][CH2:9][C:10]([O:12][CH3:21])=[O:11])[C:3]=1[C:13]1[CH:18]=[CH:17][CH:16]=[CH:15][CH:14]=1. Reported procedure: 3-(4-Hydroxy-5-oxo-3-phenyl-2,5-dihydro-2-furyl)propionic acid (100 mg) was dissolved in methanol (2 ml), and a solution of diazomethane in ether was added thereto until the yellow color did not vanish any longer. The mixture was allowed to stand at room temperature overnight. The solvent was then distilled off to give methyl 3-(4-methoxy-5-oxo-3-phenyl-2,5-dihydro-2-furyl)propionate (110 mg). Reactants: C(C1=CC=CC=C1)OC(=O)NC1C(N(C2=C(C(=N1)C1CCCCC1)C=CC=C2)C)=O (3(R,S)-[(benzyloxycarbonyl)amino]-5-cyclohexyl-1,3-dihydro-1-methyl-2H-1,4-benzodiazepin-2-one), Br (hydrobromic acid). Solvent: C(C)OCC (diethyl ether). Conditions: time 1 hour. Product: NC1C(N(C2=C(C(=N1)C1CCCCC1)C=CC=C2)C)=O (3(R,S)-Amino-5-cyclohexyl-1,3-dihydro-1-methyl-2H-1,4-benzodiazepin-2-one). Isolated yield 79.7%. Reaction SMILES: C(OC([NH:11][CH:12]1[N:18]=[C:17]([CH:19]2[CH2:24][CH2:23][CH2:22][CH2:21][CH2:20]2)[C:16]2[CH:25]=[CH:26][CH:27]=[CH:28][C:15]=2[N:14]([CH3:29])[C:13]1=[O:30])=O)C1C=CC=CC=1.Br>C(OCC)C>[NH2:11][CH:12]1[N:18]=[C:17]([CH:19]2[CH2:20][CH2:21][CH2:22][CH2:23][CH2:24]2)[C:16]2[CH:25]=[CH:26][CH:27]=[CH:28][C:15]=2[N:14]([CH3:29])[C:13]1=[O:30]. Reported procedure: A mixture of 3(R,S)-[(benzyloxycarbonyl)amino]-5-cyclohexyl-1,3-dihydro-1-methyl-2H-1,4-benzodiazepin-2-one (3.0 g, 7.4 mmol) and hydrobromic acid (45% in acetic acid, 6.2 ml) was stirred for 1 h at room temperature under an atmosphere of nitrogen. The mixture was then diluted with cold anhydrous diethyl ether (40 ml) and it was stirred at 0° C. for 45 min. The white precipitate was collected by filtration, washed with cold diethyl ether (4×30 ml) and then dissolved in a mixture of water (30 ml)...